From a dataset of the Open Reaction Database (ORD), a public repository of structured organic reaction records. describe an organic reaction: reactants, conditions, products, and yield Reactants: COc1cccc2c1ccc1nc3cc(Cl)cc(C(=O)NCCN(C)C)c3nc12, C[S-], CN(C)C=O, CCOC(C)=O, [Na+]. Yields the product COc1cccc2c1ccc1nc3cc(SC)cc(C(=O)NCCN(C)C)c3nc12. RXN SMILES: [CH3:1][N:2]([CH2:3][CH2:4][NH:5][C:6](=[O:7])[c:8]1[cH:9][c:10]([Cl:28])[cH:11][c:12]2[n:13][c:14]3[cH:15][cH:16][c:17]4[c:18]([c:19]3[n:20][c:21]12)[cH:22][cH:23][cH:24][c:25]4[O:26][CH3:27])[CH3:29].[CH3:30][S-:31].[CH3:33][N:34]([CH3:35])[CH:36]=[O:37].[CH3:38][CH2:39][O:40][C:41](=[O:42])[CH3:43].[Na+:32]>>[CH3:1][N:2]([CH2:3][CH2:4][NH:5][C:6](=[O:7])[c:8]1[cH:9][c:10]([S:31][CH3:30])[cH:11][c:12]2[n:13][c:14]3[cH:15][cH:16][c:17]4[c:18]([c:19]3[n:20][c:21]12)[cH:22][cH:23][cH:24][c:25]4[O:26][CH3:27])[CH3:29]. Starting materials: C(=O)C1=C2N(C=3C=CC=CC13)CCN(CC2)C(=O)OC(C)(C)C (tert-butyl 11-formyl-1,2,4,5-tetrahydro-3H-[1,4]diazepino[1,7-a]indole-3-carboxylate), C(C)(=O)[O-].[NH4+] (ammonium acetate), [N+](=O)([O-])C (nitromethane). Run in O (water). Reaction conditions: time 18 hour. The product is [N+](=O)([O-])/C=C/C1=C2N(C=3C=CC=CC13)CCN(CC2)C(=O)OC(C)(C)C (tert-butyl 11-[(E)-2-nitroethenyl]-1,2,4,5-tetrahydro-3H-[1,4]diazepino[1,7-a]indole-3-carboxylate). RXN SMILES: [CH:1]([C:3]1[C:11]2[CH:10]=[CH:9][CH:8]=[CH:7][C:6]=2[N:5]2[CH2:12][CH2:13][N:14]([C:17]([O:19][C:20]([CH3:23])([CH3:22])[CH3:21])=[O:18])[CH2:15][CH2:16][C:4]=12)=O.C([O-])(=O)C.[NH4+].[N+:29]([CH3:32])([O-:31])=[O:30]>O>[N+:29](/[CH:32]=[CH:1]/[C:3]1[C:11]2[CH:10]=[CH:9][CH:8]=[CH:7][C:6]=2[N:5]2[CH2:12][CH2:13][N:14]([C:17]([O:19][C:20]([CH3:23])([CH3:22])[CH3:21])=[O:18])[CH2:15][CH2:16][C:4]=12)([O-:31])=[O:30] |f:1.2|. Procedure: A solution of tert-butyl 11-formyl-1,2,4,5-tetrahydro-3H-[1,4]diazepino[1,7-a]indole-3-carboxylate (314 gm, 1.0 mmol) in nitromethane (1 mL) is treated with ammonium acetate (23 mg, 0.3 mmol) and heated to reflux. After 18 hrs, the resulting dark brown solution is cooled to rt, diluted with water (15 mL), and extracted twice with dichloromethane (20 mL). The combined organics are washed with brine (15 mL), dried over MgSO4, filtered, and concentrated to give a crude solid. This material is purif... Starting materials: Grignard reagent, FC1=CC=2C(C3=CC=C(C=C3SC2C=C1)Cl)=O (2-fluoro-6-chloro-9-thioxanthone), ClC1CCN(CC1)C (4-chloro-N-methylpiperidine), [Mg] (magnesium). The solvent is O1CCCC1 (tetrahydrofuran). Yields the product ClC=1C=C2SC=3C=CC(=CC3C(C2=CC1)(O)C1CCN(CC1)C)F (6-chloro-2-fluoro-9-(1-methyl-4-piperidyl)-thioxanthene-9-ol). Reaction SMILES: Cl[CH:2]1[CH2:7][CH2:6][N:5]([CH3:8])[CH2:4][CH2:3]1.[Mg].[F:10][C:11]1[CH:24]=[CH:23][C:22]2[S:21][C:20]3[C:15](=[CH:16][CH:17]=[C:18]([Cl:25])[CH:19]=3)[C:14](=[O:26])[C:13]=2[CH:12]=1>O1CCCC1>[Cl:25][C:18]1[CH:19]=[C:20]2[C:15](=[CH:16][CH:17]=1)[C:14]([CH:2]1[CH2:7][CH2:6][N:5]([CH3:8])[CH2:4][CH2:3]1)([OH:26])[C:13]1[CH:12]=[C:11]([F:10])[CH:24]=[CH:23][C:22]=1[S:21]2. Procedure details: The Grignard reagent prepared from 5.9 g. (0.044 mol) of 4-chloro-N-methylpiperidine and 1.1 g. (0.044 mol) of magnesium turnings of tetrahydrofuran is treated with 5.8 g. (0.022 mol) and the above-prepared thioxanthone. The mixture is refluxed for four hours and worked up by the usual procedure to yield 6-chloro-2-fluoro-9-(1-methyl-4-piperidyl)-thioxanthene-9-ol, m.p. 133°-142° C. Reactants: CC(=O)O, [K+], O=[Mn](=O)(=O)[O-], Nc1nc(N)c2cc(Sc3ccc4ccccc4c3)ccc2n1, O. The product is Nc1nc(N)c2cc(S(=O)(=O)c3ccc4ccccc4c3)ccc2n1. Reaction SMILES: [CH3:31][C:32](=[O:33])[OH:34].[K+:29].[Mn:24](=[O:25])([O-:26])(=[O:27])=[O:28].[NH2:1][c:2]1[n:3][c:4]2[cH:5][cH:6][c:7]([S:13][c:14]3[cH:15][c:16]4[cH:17][cH:18][cH:19][cH:20][c:21]4[cH:22][cH:23]3)[cH:8][c:9]2[c:10]([NH2:12])[n:11]1.[OH2:30]>>[NH2:1][c:2]1[n:3][c:4]2[cH:5][cH:6][c:7]([S:13]([c:14]3[cH:15][c:16]4[cH:17][cH:18][cH:19][cH:20][c:21]4[cH:22][cH:23]3)(=[O:25])=[O:30])[cH:8][c:9]2[c:10]([NH2:12])[n:11]1. As a reaction SMILES: [CH3:1][CH:2]1[CH2:3][CH2:4][N:5]([CH2:8][CH2:9][CH2:10][O:11][c:12]2[cH:13][cH:14][cH:15][c:16]3[n:17]([CH2:30][CH2:31][CH2:32][CH:33]4[CH2:34][CH2:35][N:36]([C:39]([O:40][C:41]([CH3:42])([CH3:43])[CH3:44])=[O:45])[CH2:37][CH2:38]4)[c:18]([CH2:21][O:22][c:23]4[cH:24][cH:25][c:26]([Cl:29])[cH:27][cH:28]4)[n:19][c:20]23)[CH2:6][CH2:7]1.[OH:46][C:47]([C:48]([F:49])([F:50])[F:51])=[O:52]>>[CH3:1][CH:2]1[CH2:3][CH2:4][N:5]([CH2:8][CH2:9][CH2:10][O:11][c:12]2[cH:13][cH:14][cH:15][c:16]3[n:17]([CH2:30][CH2:31][CH2:32][CH:33]4[CH2:34][CH2:35][NH:36][CH2:37][CH2:38]4)[c:18]([CH2:21][O:22][c:23]4[cH:24][cH:25][c:26]([Cl:29])[cH:27][cH:28]4)[n:19][c:20]23)[CH2:6][CH2:7]1. Reactants: CC1CCN(CCCOc2cccc3c2nc(COc2ccc(Cl)cc2)n3CCCC2CCN(C(=O)OC(C)(C)C)CC2)CC1, O=C(O)C(F)(F)F. The product is CC1CCN(CCCOc2cccc3c2nc(COc2ccc(Cl)cc2)n3CCCC2CCNCC2)CC1. Starting materials: ClC=1C=C2C(C(=CN(C2=CC1Cl)CC)C(=O)O)=O (6,7-dichloro-1-ethyl-4-oxo-1,4-dihydro-quinoline-3-carboxylic acid), C1(=CC=CC=C1)N1CCNCC1 (1-phenylpiperazine), N1=CC=CC=C1 (pyridine). Solvent: C(C)(=O)O (acetic acid). Yields the product ClC=1C=C2C(C(=CN(C2=CC1N1CCN(CC1)C1=CC=CC=C1)CC)C(=O)O)=O (6-chloro-1-ethyl-4-oxo-7-(4-phenylpiperazinyl)-1,4-dihydro-quinoline-3-carboxylic acid). The yield is 54.9%. RXN SMILES: [Cl:1][C:2]1[CH:3]=[C:4]2[C:9](=[CH:10][C:11]=1Cl)[N:8]([CH2:13][CH3:14])[CH:7]=[C:6]([C:15]([OH:17])=[O:16])[C:5]2=[O:18].[C:19]1([N:25]2[CH2:30][CH2:29][NH:28][CH2:27][CH2:26]2)[CH:24]=[CH:23][CH:22]=[CH:21][CH:20]=1.N1C=CC=CC=1>C(O)(=O)C>[Cl:1][C:2]1[CH:3]=[C:4]2[C:9](=[CH:10][C:11]=1[N:28]1[CH2:29][CH2:30][N:25]([C:19]3[CH:24]=[CH:23][CH:22]=[CH:21][CH:20]=3)[CH2:26][CH2:27]1)[N:8]([CH2:13][CH3:14])[CH:7]=[C:6]([C:15]([OH:17])=[O:16])[C:5]2=[O:18]. Procedure details: 2.15 g of 6,7-dichloro-1-ethyl-4-oxo-1,4-dihydro-quinoline-3-carboxylic acid, 6.5 g of 1-phenylpiperazine and 20 cm3 of pyridine were heated under reflux for 16 hours. The solvent was removed in vacuo and the residue was taken up in 20 cm3 of water. The suspension obtained was stirred and brought to pH 7 by the addition of acetic acid. The solid was filtered off and recrystallised from methyl cellosolve. 1.7 g of 6-chloro-1-ethyl-4-oxo-7-(4-phenylpiperazinyl)-1,4-dihydro-quinoline-3-carboxylic a... Starting materials: BrB(Br)Br, C1=CCCCC1, CCCCCn1nc(-c2ccc(OC)cc2)c2cccc(Cl)c21. The product is CCCCCn1nc(-c2ccc(O)cc2)c2cccc(Cl)c21. RXN SMILES: [B:24]([Br:25])([Br:26])[Br:27].[CH2:28]1[CH2:29][CH:30]=[CH:31][CH2:32][CH2:33]1.[Cl:1][c:2]1[cH:3][cH:4][cH:5][c:6]2[c:7](-[c:16]3[cH:17][cH:18][c:19]([O:22][CH3:23])[cH:20][cH:21]3)[n:8][n:9]([CH2:11][CH2:12][CH2:13][CH2:14][CH3:15])[c:10]12>>[Cl:1][c:2]1[cH:3][cH:4][cH:5][c:6]2[c:7](-[c:16]3[cH:17][cH:18][c:19]([OH:22])[cH:20][cH:21]3)[n:8][n:9]([CH2:11][CH2:12][CH2:13][CH2:14][CH3:15])[c:10]12. Reactants: ClC(Cl)Cl, S=C(Cl)Cl, [Na+], [OH-], O, O=C(Sc1c(F)c(F)c(F)c(F)c1F)c1cccc(O)c1. Yields the product O=C(Sc1c(F)c(F)c(F)c(F)c1F)c1cccc(OC(=S)Cl)c1. Reaction SMILES: [CH:29]([Cl:30])([Cl:31])[Cl:32].[Cl:24][C:25]([Cl:26])=[S:27].[Na+:2].[OH-:1].[OH2:28].[OH:3][c:4]1[cH:5][c:6]([C:7](=[O:8])[S:9][c:10]2[c:11]([F:20])[c:12]([F:19])[c:13]([F:18])[c:14]([F:17])[c:15]2[F:16])[cH:21][cH:22][cH:23]1>>[O:3]([c:4]1[cH:5][c:6]([C:7](=[O:8])[S:9][c:10]2[c:11]([F:20])[c:12]([F:19])[c:13]([F:18])[c:14]([F:17])[c:15]2[F:16])[cH:21][cH:22][cH:23]1)[C:25]([Cl:24])=[S:27]. Reactants: C(C)(C)(C)OC(NCCN1C=CC=2N=CN=C(C21)Cl)=O (tert-butyl[2-(4-chloro-5H-pyrrolo[3,2-d]pyrimidin-5-yl)ethyl]carbamate), ClC=1C=C(N)C=CC1OC1=CC(=CC=C1)C(F)(F)F (3-chloro-4-[3-(trifluoromethyl)phenoxy]aniline), C(O)([O-])=O.[Na+] (sodium hydrogen carbonate). Run in C(C)(C)O (isopropyl alcohol). The product is ClC=1C=C(C=CC1OC1=CC(=CC=C1)C(F)(F)F)NC=1C2=C(N=CN1)C=CN2CCNC(OC(C)(C)C)=O (tert-butyl {2-[4-({3-chloro-4-[3-(trifluoromethyl)phenoxy]phenyl}amino)-5H-pyrrolo[3,2-d]pyrimidin-5-yl]ethyl}carbamate). Isolated yield 85.2%. As a reaction SMILES: [C:1]([O:5][C:6](=[O:20])[NH:7][CH2:8][CH2:9][N:10]1[C:18]2[C:17](Cl)=[N:16][CH:15]=[N:14][C:13]=2[CH:12]=[CH:11]1)([CH3:4])([CH3:3])[CH3:2].[Cl:21][C:22]1[CH:23]=[C:24]([CH:26]=[CH:27][C:28]=1[O:29][C:30]1[CH:35]=[CH:34][CH:33]=[C:32]([C:36]([F:39])([F:38])[F:37])[CH:31]=1)[NH2:25].C(=O)([O-])O.[Na+]>C(O)(C)C>[Cl:21][C:22]1[CH:23]=[C:24]([NH:25][C:17]2[C:18]3[N:10]([CH2:9][CH2:8][NH:7][C:6](=[O:20])[O:5][C:1]([CH3:4])([CH3:3])[CH3:2])[CH:11]=[CH:12][C:13]=3[N:14]=[CH:15][N:16]=2)[CH:26]=[CH:27][C:28]=1[O:29][C:30]1[CH:35]=[CH:34][CH:33]=[C:32]([C:36]([F:38])([F:39])[F:37])[CH:31]=1 |f:2.3|. Procedure details: A solution of tert-butyl[2-(4-chloro-5H-pyrrolo[3,2-d]pyrimidin-5-yl)ethyl]carbamate (712 mg) and 3-chloro-4-[3-(trifluoromethyl)phenoxy]aniline (830 mg) in isopropyl alcohol (7.1 mL) was stirred at 80° C. for 12 hrs. Aqueous sodium hydrogen carbonate was added to the reaction system and the mixture was extracted with ethyl acetate. The organic layer was washed with saturated brine and dried over magnesium sulfate. After concentration under reduced pressure, the residue was separated and purifie... Reactants: [BH3-]C#N, [CH3], Cc1cccc(Nc2ccccc2C=NO)c1C, CO, CCOC(C)=O, Cl, [Na+], [Na+], [OH-], O. Yields the product Cc1cccc(Nc2ccccc2CNO)c1C. As a reaction SMILES: [C:20]([BH3-:21])#[N:22].[CH3:19].[CH3:1][c:2]1[c:3]([NH:9][c:10]2[c:11]([CH:12]=[N:13][OH:14])[cH:15][cH:16][cH:17][cH:18]2)[cH:4][cH:5][cH:6][c:7]1[CH3:8].[CH3:27][OH:28].[CH3:29][CH2:30][O:31][C:32](=[O:33])[CH3:34].[ClH:24].[Na+:23].[Na+:26].[OH-:25].[OH2:35]>>[CH3:1][c:2]1[c:3]([NH:9][c:10]2[c:11]([CH2:12][NH:13][OH:14])[cH:15][cH:16][cH:17][cH:18]2)[cH:4][cH:5][cH:6][c:7]1[CH3:8].